Dataset: the Open Reaction Database (ORD), a public repository of structured organic reaction records. Task: describe an organic reaction: reactants, conditions, products, and yield Reactants: C(C)N1C[C@H](CC1)C(=O)OCC1=CC=CC=C1 (benzyl (S)-1-ethylpyrrolidine-3-carboxylate), FC(C(=O)O)(F)F.N1C[C@@H](CC1)C(=O)OCC1=CC=CC=C1 (benzyl (R)-pyrrolidine-3-carboxylate trifluoroacetic acid salt), FC(C(=O)O)(F)F.N1C[C@@H](CC1)C(=O)OCC1=CC=CC=C1 (benzyl (R)-pyrrolidine-3-carboxylate trifluoroacetic acid salt). Yields the product C(C)N1C[C@@H](CC1)C(=O)OCC1=CC=CC=C1 (Benzyl (R)-1-ethylpyrrolidine-3-carboxylate). Reaction SMILES: [CH2:1]([N:3]1[CH2:7][CH2:6][C@H:5]([C:8]([O:10][CH2:11][C:12]2[CH:17]=[CH:16][CH:15]=[CH:14][CH:13]=2)=[O:9])[CH2:4]1)[CH3:2].FC(F)(F)C(O)=O.N1CC[C@@H](C(OCC2C=CC=CC=2)=O)C1>>[CH2:1]([N:3]1[CH2:7][CH2:6][C@@H:5]([C:8]([O:10][CH2:11][C:12]2[CH:13]=[CH:14][CH:15]=[CH:16][CH:17]=2)=[O:9])[CH2:4]1)[CH3:2] |f:1.2|. Reported procedure: Prepared by proceeding in a simialr manner to Intermediate 190, starting from benzyl (R)-pyrrolidine-3-carboxylate trifluoroacetic acid salt (Intermediate 198). Starting materials: [OH-].[Na+] (NaOH), methyl ester, CC1CC=C(CC1)C(=O)O (4-methyl-cyclohexene-1-carboxylic acid). Run in O (water). Reaction conditions: time 5 hour. Yields the product CC1=CCC(CC1)C(=O)O (4-Methyl-3-Cyclohexene-1-Carboxylic Acid). Reaction SMILES: [OH-].[Na+].[CH3:3][CH:4]1[CH2:9][CH2:8][C:7]([C:10]([OH:12])=[O:11])=[CH:6][CH2:5]1>O>[CH3:3][C:4]1[CH2:9][CH2:8][CH:7]([C:10]([OH:12])=[O:11])[CH2:6][CH:5]=1 |f:0.1|. Reported procedure: Into 1 liter reaction flask equipped with stirrer, thermometer reflux condenser and heating mantle is placed 100 ml anhydrous methyl, 1.25 moles (100 grams) of 50% aqueous NaOH solution, 100 ml water and 154 grams (1 mole) of the methyl ester of 4-methyl-cyclohexene-1-carboxylic acid. The reaction mass is stirred for a period of 5 hours at room temperature and then extracted with 1 volume of diethyl ether. The aqueous layer is set aside with 10% hydrochloric acid and extracted with diethyl ether... Starting materials: [N+](=O)([O-])C=1C=C(C=O)C=CC1 (3-nitrobenzaldehyde), C(C)OC(C=C(N)N(C)C)=O (N,N-dimethyl-3,3-diaminoacrylic acid ethyl ester). Procedure details: After boiling a solution of 7.5 g of 3-nitrobenzaldehyde and 15.8 g of N,N-dimethyl-3,3-diaminoacrylic acid ethyl ester in 150 ml of ethanol for 4 hours, the solution was concentrated in vacuo. On triturating the resulting oil with ether, filtering off the crystals which separated out and crystallizing these from isopropanol, the yellow-orange colored crystals of 2-amino-6-dimethylamino-4-(3'-nitrophenyl)-4,5-dihydropyridine-3,5-dicarboxylic acid diethyl ester, of melting point 149° C, were obta... Product: C(C)OC(=O)C1=C(N=C(C(C1C1=CC(=CC=C1)[N+](=O)[O-])C(=O)OCC)N(C)C)N (2-amino-6-dimethylamino-4-(3'-nitrophenyl)-4,5-dihydropyridine-3,5-dicarboxylic acid diethyl ester). Run in C(C)O (ethanol). As a reaction SMILES: [N+:1]([C:4]1[CH:5]=[C:6]([CH:9]=[CH:10][CH:11]=1)[CH:7]=O)([O-:3])=[O:2].[CH2:12]([O:14][C:15](=[O:22])[CH:16]=[C:17]([N:19]([CH3:21])[CH3:20])[NH2:18])[CH3:13]>C(O)C>[CH2:12]([O:14][C:15]([C:16]1[CH:7]([C:6]2[CH:9]=[CH:10][CH:11]=[C:4]([N+:1]([O-:3])=[O:2])[CH:5]=2)[CH:16]([C:15]([O:14][CH2:12][CH3:13])=[O:22])[C:17]([N:19]([CH3:20])[CH3:21])=[N:18][C:17]=1[NH2:18])=[O:22])[CH3:13]. Reactants: COc1cc(CC(=O)O)cc(OC)c1OC, CN(C)c1ccncc1, C(=NC1CCCCC1)=NC1CCCCC1, ClCCl, Sc1ccccc1. Yields the product COc1cc(CC(=O)Sc2ccccc2)cc(OC)c1OC. As a reaction SMILES: [CH3:1][O:2][c:3]1[cH:4][c:5]([CH2:13][C:14](=[O:15])[OH:16])[cH:6][c:7]([O:11][CH3:12])[c:8]1[O:9][CH3:10].[CH3:39][N:40]([c:41]1[cH:42][cH:43][n:44][cH:45][cH:46]1)[CH3:47].[CH:24]1([N:25]=[C:26]=[N:27][CH:28]2[CH2:29][CH2:30][CH2:31][CH2:32][CH2:33]2)[CH2:34][CH2:35][CH2:36][CH2:37][CH2:38]1.[Cl:48][CH2:49][Cl:50].[SH:17][c:18]1[cH:19][cH:20][cH:21][cH:22][cH:23]1>>[CH3:1][O:2][c:3]1[cH:4][c:5]([CH2:13][C:14](=[O:16])[S:17][c:18]2[cH:19][cH:20][cH:21][cH:22][cH:23]2)[cH:6][c:7]([O:11][CH3:12])[c:8]1[O:9][CH3:10]. Starting materials: NCC(=O)NCC(=O)NCC(=O)N1C(NC(C1)=O)(C)C (1-[2-[2-(2-aminoacetamido)acetamido]acetyl]-2,2-dimethyl-4-imidazolidinone), C(C(C)C)=O (isobutyraldehyde). The solvent is CO (methanol). Product: CC1(N(CC(N1)=O)C(CNC(CN1C(NCC1=O)C(C)C)=O)=O)C (2,2-Dimethyl-1-[2-(2-isopropyl-5-oxo-1-imidazolidineacetamido)acetyl]-4-imidazolidinone). Reaction SMILES: [NH2:1][CH2:2][C:3]([NH:5][CH2:6][C:7]([NH:9][CH2:10][C:11]([N:13]1[CH2:17][C:16](=[O:18])[NH:15][C:14]1([CH3:20])[CH3:19])=[O:12])=[O:8])=[O:4].[CH:21](=O)[CH:22]([CH3:24])[CH3:23]>CO>[CH3:19][C:14]1([CH3:20])[NH:15][C:16](=[O:18])[CH2:17][N:13]1[C:11](=[O:12])[CH2:10][NH:9][C:7](=[O:8])[CH2:6][N:5]1[C:3](=[O:4])[CH2:2][NH:1][CH:21]1[CH:22]([CH3:24])[CH3:23]. Reported procedure: A solution of 1-[2-[2-(2-aminoacetamido)acetamido]acetyl]-2,2-dimethyl-4-imidazolidinone (0.5 g) and isobutyraldehyde (0.18 ml) in methanol (5 ml) was refluxed for 0.5 hours. Reactants: Fc1ccc(-c2cc(Cl)nc(-c3ccncc3)n2)cc1Cl, FC(F)(F)c1cccnc1N1CCNCC1, [K+], [K+], O=C([O-])[O-], O. Yields the product Fc1ccc(-c2cc(N3CCN(c4ncccc4C(F)(F)F)CC3)nc(-c3ccncc3)n2)cc1Cl. RXN SMILES: [Cl:1][c:2]1[n:3][c:4](-[c:16]2[cH:17][cH:18][n:19][cH:20][cH:21]2)[n:5][c:6](-[c:8]2[cH:9][c:10]([Cl:15])[c:11]([F:14])[cH:12][cH:13]2)[cH:7]1.[F:22][C:23]([c:24]1[c:25]([N:30]2[CH2:31][CH2:32][NH:33][CH2:34][CH2:35]2)[n:26][cH:27][cH:28][cH:29]1)([F:36])[F:37].[K+:38].[K+:39].[O-:40][C:41]([O-:42])=[O:43].[OH2:44]>>[c:2]1([N:33]2[CH2:32][CH2:31][N:30]([c:25]3[c:24]([C:23]([F:22])([F:36])[F:37])[cH:29][cH:28][cH:27][n:26]3)[CH2:35][CH2:34]2)[n:3][c:4](-[c:16]2[cH:17][cH:18][n:19][cH:20][cH:21]2)[n:5][c:6](-[c:8]2[cH:9][c:10]([Cl:15])[c:11]([F:14])[cH:12][cH:13]2)[cH:7]1.